From a dataset of the Open Reaction Database (ORD), a public repository of structured organic reaction records. describe an organic reaction: reactants, conditions, products, and yield The reactants are BrC=1C=C(NC1)C(=O)NC1=CC(=C(C=C1)OCCN1CCCC1)OC (4-bromo-N-(3-methoxy-4-(2-(pyrrolidin-1-yl)ethoxy)phenyl)-1H-pyrrole-2-carboxamide), BrCCBr (1,2-dibromoethane). Product: BrC=1C=C2N(CCN(C2=O)C2=CC(=C(C=C2)OCCN2CCCC2)OC)C1 (7-bromo-2-(3-methoxy-4-(2-(pyrrolidin-1-yl)ethoxy)phenyl)-3,4-dihydropyrrolo[1,2-a]pyrazin-1(2H)-one). Isolated yield 95.0%. RXN SMILES: [Br:1][C:2]1[CH:3]=[C:4]([C:7]([NH:9][C:10]2[CH:15]=[CH:14][C:13]([O:16][CH2:17][CH2:18][N:19]3[CH2:23][CH2:22][CH2:21][CH2:20]3)=[C:12]([O:24][CH3:25])[CH:11]=2)=[O:8])[NH:5][CH:6]=1.Br[CH2:27][CH2:28]Br>>[Br:1][C:2]1[CH:3]=[C:4]2[C:7](=[O:8])[N:9]([C:10]3[CH:15]=[CH:14][C:13]([O:16][CH2:17][CH2:18][N:19]4[CH2:20][CH2:21][CH2:22][CH2:23]4)=[C:12]([O:24][CH3:25])[CH:11]=3)[CH2:28][CH2:27][N:5]2[CH:6]=1. Procedure details: The title compound was prepared by alkylating the carboxamide of step B with 1,2-dibromoethane via the procedure described in step D of Example 1 in 95% yield. MS (ESI) 434, 436 (M+H)+. The solvent is CN(C)C=O (DMF). Procedure details: To a solution of 1-{4-[5-(3,4-dichlorobenzoylamino)pyridin-2-yloxy]benzoyl}piperidine-4-carboxylic acid (4.5 g, 8.8 mmol) in DMF (88 mL) were added 1-benzylpiperazine (1.83 mL, 10.5 mmol), 1-hydroxybenzotriazole monohydrate (1.61 g, 10.5 mmol) and 1-ethyl-3-(3-dimethylaminopropyl)carbodiimide hydrochloride (2.02 g, 10.5 mmol) under ice cooling, and the resulting solution was stirred overnight at room temperature. To this reaction solution was added a saturated sodium bicarbonate solution, and th... Product: C(C1=CC=CC=C1)C1CCN(CC1)C(=O)N1CCN(CC1)C(=O)C1=CC=C(OC2=CC=C(C=N2)NC(C2=CC(=C(C=C2)Cl)Cl)=O)C=C1 (N-(6-{4-[4-(4-benzylpiperidine-1-carbonyl)piperazine-1-carbonyl]phenoxy}pyridin-3-yl)-3,4-dichlorobenzamide). Run at time 8 hour. The reactants are C([O-])(O)=O.[Na+] (sodium bicarbonate), ClC=1C=C(C(=O)NC=2C=CC(=NC2)OC2=CC=C(C(=O)N3CCC(CC3)C(=O)O)C=C2)C=CC1Cl (1-{4-[5-(3,4-dichlorobenzoylamino)pyridin-2-yloxy]benzoyl}piperidine-4-carboxylic acid), C(C1=CC=CC=C1)N1CCNCC1 (1-benzylpiperazine), O.ON1N=NC2=C1C=CC=C2 (1-hydroxybenzotriazole monohydrate), Cl.C(C)N=C=NCCCN(C)C (1-ethyl-3-(3-dimethylaminopropyl)carbodiimide hydrochloride). RXN SMILES: [Cl:1][C:2]1[CH:3]=[C:4]([CH:32]=[CH:33][C:34]=1Cl)[C:5]([NH:7][C:8]1[CH:9]=[CH:10][C:11]([O:14][C:15]2[CH:31]=[CH:30][C:18]([C:19]([N:21]3CCC(C(O)=O)[CH2:23][CH2:22]3)=[O:20])=[CH:17][CH:16]=2)=[N:12][CH:13]=1)=[O:6].[CH2:36](N1CCNCC1)[C:37]1C=CC=CC=1.[OH2:49].ON1[C:55]2[CH:56]=[CH:57][CH:58]=[CH:59][C:54]=2N=N1.[ClH:60].[CH2:61]([N:63]=[C:64]=[N:65][CH2:66][CH2:67][CH2:68]N(C)C)[CH3:62].[C:72](=O)(O)[O-].[Na+]>CN(C=O)C>[CH2:72]([CH:68]1[CH2:67][CH2:66][N:65]([C:64]([N:63]2[CH2:61][CH2:62][N:21]([C:19]([C:18]3[CH:30]=[CH:31][C:15]([O:14][C:11]4[N:12]=[CH:13][C:8]([NH:7][C:5](=[O:6])[C:4]5[CH:32]=[CH:33][C:34]([Cl:60])=[C:2]([Cl:1])[CH:3]=5)=[CH:9][CH:10]=4)=[CH:16][CH:17]=3)=[O:20])[CH2:22][CH2:23]2)=[O:49])[CH2:37][CH2:36]1)[C:54]1[CH:59]=[CH:58][CH:57]=[CH:56][CH:55]=1 |f:2.3,4.5,6.7|.